From a dataset of the Open Reaction Database (ORD), a public repository of structured organic reaction records. describe an organic reaction: reactants, conditions, products, and yield Reactants: CCc1cc2oc(=O)cc(O)c2cc1CC, ClC(Cl)Cl, O=[N+]([O-])O. Product: CCc1cc2oc(=O)c([N+](=O)[O-])c(O)c2cc1CC. RXN SMILES: [CH2:5]([CH3:6])[c:7]1[cH:8][c:9]2[c:10]([OH:20])[cH:11][c:12](=[O:19])[o:13][c:14]2[cH:15][c:16]1[CH2:17][CH3:18].[CH:21]([Cl:22])([Cl:23])[Cl:24].[OH:1][N+:2]([O-:3])=[O:4]>>[O-:1][N+:2](=[O:4])[c:11]1[c:10]([OH:20])[c:9]2[cH:8][c:7]([CH2:5][CH3:6])[c:16]([CH2:17][CH3:18])[cH:15][c:14]2[o:13][c:12]1=[O:19]. Starting materials: FC(C1=CC=C(C(=S)N)C=C1)(F)F (4-trifluoromethyl-thiobenzamide), ClC(C(C)=O)C (3-chloro-2-butanone). Run in C(C)(C)O (isopropanol). Conditions: temperature 50 celsius. Yields the product Cl.CC=1N=C(SC1C)C1=CC=C(C=C1)C(F)(F)F (4,5-Dimethyl-2-(4-trifluoromethyl-phenyl)-thiazole hydrochloride). Yield: 45.6%. Reaction SMILES: [F:1][C:2]([F:13])([F:12])[C:3]1[CH:11]=[CH:10][C:6]([C:7]([NH2:9])=[S:8])=[CH:5][CH:4]=1.[Cl:14][CH:15]([CH3:19])[C:16](=O)[CH3:17]>C(O)(C)C>[ClH:14].[CH3:19][C:15]1[N:9]=[C:7]([C:6]2[CH:10]=[CH:11][C:3]([C:2]([F:1])([F:12])[F:13])=[CH:4][CH:5]=2)[S:8][C:16]=1[CH3:17] |f:3.4|. Procedure: A solution of 4-trifluoromethyl-thiobenzamide (4 g, 19.5 mmol) and 3-chloro-2-butanone (3.9 ml, 39 mmol) in isopropanol (20 ml) was heated to reflux for 30 h under an argon atmosphere. The reaction mixture was concentrated to a volume of 10 ml, cooled to 50° C. and diisopropylether (20 ml) was added dropwise. The solution was cooled to ambient temperature, the resulting crystals were filtered off, washed with ice cold diisopropylether and dried in vacuo to give 2.6 g (8.9 mmol, 45%) of the title... Starting materials: C(CC)C1=CC=C(C=C1)C=1[Se]C=CC1 (2-(4-propylphenyl)selenophene), CI (methyl iodide), [Cl-].[NH4+] (ammonium chloride), [Li]CCCC (n-BuLi), N (ammonia). Procedure details: 3.0 g (12.0 mmol) of 2-(4-propylphenyl)selenophene are initially introduced in 30 ml of diethyl ether, and 9.4 ml (15.0 mmol, 15% soln. in hexane) of n-BuLi are metered in rapidly. The mixture is heated under reflux for 30 min and subsequently cooled to −70° C. 3.0 ml (48.2 mol) of methyl iodide are added in one portion, and the mixture is warmed to RT and stirred for 3 h. Sat. ammonium chloride soln. and conc. ammonia soln. are added, and the batch is stirred vigorously for a few minutes. The o... Conditions: temperature -70 celsius, time 3 hour. Solvent: C(C)OCC (diethyl ether). Product: CC=1[Se]C(=CC1)C1=CC=C(C=C1)CCC (2-methyl-5-(4-propylphenyl)selenophene), solid. Reaction SMILES: [CH2:1]([C:4]1[CH:9]=[CH:8][C:7]([C:10]2[Se:11][CH:12]=[CH:13][CH:14]=2)=[CH:6][CH:5]=1)[CH2:2][CH3:3].[Li][CH2:16]CCC.CI.[Cl-].[NH4+].N>C(OCC)C>[CH3:16][C:12]1[Se:11][C:10]([C:7]2[CH:8]=[CH:9][C:4]([CH2:1][CH2:2][CH3:3])=[CH:5][CH:6]=2)=[CH:14][CH:13]=1 |f:3.4|. The reactants are O=C([O-])O, COC(=O)c1cccnc1CCl, ClCCl, [Na+], O=C(OO)c1cccc(Cl)c1. The product is COC(=O)c1ccc[n+]([O-])c1CCl. As a reaction SMILES: [C:24](=[O:25])([OH:26])[O-:27].[Cl:1][CH2:2][c:3]1[n:4][cH:5][cH:6][cH:7][c:8]1[C:9](=[O:10])[O:11][CH3:12].[Cl:29][CH2:30][Cl:31].[Na+:28].[OH:13][O:14][C:15]([c:16]1[cH:17][c:18]([Cl:19])[cH:20][cH:21][cH:22]1)=[O:23]>>[Cl:1][CH2:2][c:3]1[n+:4]([O-:13])[cH:5][cH:6][cH:7][c:8]1[C:9](=[O:10])[O:11][CH3:12]. Reactants: C(CC)C=1C=C(C(O)=CC1)O (4-n-propylcatechol), CC(=O)C (acetone), O.C1(=CC=C(C=C1)S(=O)(=O)O)C (p-toluenesulfonic acid monohydrate). Solvent: C1=CC=CC=C1 (benzene). The product is C(CC)C1=CC=CC=2OC(OC21)(C)C (n-Propyl-2,2-dimethyl-1,3-benzodioxol). As a reaction SMILES: [CH2:1]([C:4]1[CH:5]=[C:6]([OH:11])[C:7](=[CH:9][CH:10]=1)O)[CH2:2][CH3:3].[CH3:12][C:13]([CH3:15])=[O:14].O.C1(C)C=CC(S(O)(=O)=O)=CC=1>C1C=CC=CC=1>[CH2:1]([C:4]1[C:5]2[O:14][C:13]([CH3:15])([CH3:12])[O:11][C:6]=2[CH:7]=[CH:9][CH:10]=1)[CH2:2][CH3:3] |f:2.3|. Procedure: The same procedures as described in Example 10 were carried out by using a mixture of 7.61 g (50 mM) of 4-n-propylcatechol, 15 ml of acetone, 30 mg of p-toluenesulfonic acid monohydrate and 15 ml of benzene. 5 n-Propyl-2,2-dimethyl-1,3-benzodioxol was obtained in the yield of 9.13 g (47 mM) as colorless transparent liquid having a boiling point of 82°-87° C./3 mmHg. Reactants: CC1(C)OCCC(c2cccc(Br)c2)O1, [Li]CCCC, C1CCOC1, CCCCCC, [Cl-], [NH4+], O=C=O. Product: CC1(C)OCCC(c2cccc(C(=O)O)c2)O1. As a reaction SMILES: [Br:1][c:2]1[cH:3][c:4]([CH:8]2[O:9][C:10]([CH3:14])([CH3:15])[O:11][CH2:12][CH2:13]2)[cH:5][cH:6][cH:7]1.[CH2:16]([Li:17])[CH2:18][CH2:19][CH3:20].[CH2:26]1[O:27][CH2:28][CH2:29][CH2:30]1.[CH3:31][CH2:32][CH2:33][CH2:34][CH2:35][CH3:36].[Cl-:24].[NH4+:25].[O:21]=[C:22]=[O:23]>>[c:2]1([C:22](=[O:21])[OH:23])[cH:3][c:4]([CH:8]2[O:9][C:10]([CH3:14])([CH3:15])[O:11][CH2:12][CH2:13]2)[cH:5][cH:6][cH:7]1. Reactants: C#Cc1cccnc1, CC(O)(CNC(=O)c1cnc(Br)c(-c2ccc(OC(F)(F)F)cc2)n1)C1CC1, [I-], Cl[Pd]Cl, c1ccc(P(c2ccccc2)c2ccccc2)cc1, c1ccc(P(c2ccccc2)c2ccccc2)cc1. Yields the product CC(O)(CNC(=O)c1cnc(CCc2cccnc2)c(-c2ccc(OC(F)(F)F)cc2)n1)C1CC1. RXN SMILES: [C:30](#[CH:31])[c:32]1[cH:33][n:34][cH:35][cH:36][cH:37]1.[CH:1]1([C:4]([CH2:5][NH:6][C:7](=[O:8])[c:9]2[n:10][c:11](-[c:16]3[cH:17][cH:18][c:19]([O:22][C:23]([F:24])([F:25])[F:26])[cH:20][cH:21]3)[c:12]([Br:15])[n:13][cH:14]2)([CH3:27])[OH:28])[CH2:2][CH2:3]1.[I-:29].[Pd:38]([Cl:39])[Cl:40].[c:41]1([P:42]([c:43]2[cH:44][cH:45][cH:46][cH:47][cH:48]2)[c:49]2[cH:50][cH:51][cH:52][cH:53][cH:54]2)[cH:55][cH:56][cH:57][cH:58][cH:59]1.[c:60]1([P:61]([c:62]2[cH:63][cH:64][cH:65][cH:66][cH:67]2)[c:68]2[cH:69][cH:70][cH:71][cH:72][cH:73]2)[cH:74][cH:75][cH:76][cH:77][cH:78]1>>[CH:1]1([C:4]([CH2:5][NH:6][C:7](=[O:8])[c:9]2[n:10][c:11](-[c:16]3[cH:17][cH:18][c:19]([O:22][C:23]([F:24])([F:25])[F:26])[cH:20][cH:21]3)[c:12]([CH2:31][CH2:30][c:32]3[cH:33][n:34][cH:35][cH:36][cH:37]3)[n:13][cH:14]2)([CH3:27])[OH:28])[CH2:2][CH2:3]1. Starting materials: [Cl-].[NH4+] (ammonium chloride), Cl.Cl.C(C)(C)(C)OC(=O)N(C1=CC=C(C=N1)/C=C/C(=O)OCC)[C@H]1CNCC1 (ethyl (2E)-3-(6-{(tert-butoxycarbonyl)[(3R)-3-pyrrolidinyl]amino}-3-pyridinyl)acrylate dihydrochloride), C1(CCCCC1)=O (cyclohexanone), C(C)(=O)O[BH-](OC(C)=O)OC(C)=O.[Na+] (sodium triacetoxyborohydride), C(C)(C)N(C(C)C)CC (N,N-diisopropylethylamine). Solvent: C(C)(=O)OCC (ethyl acetate), ClCCCl (1,2-dichloroethane). Conditions: time 2 hour. Yields the product C(C)(C)(C)OC(=O)N(C1=CC=C(C=N1)/C=C/C(=O)OCC)[C@H]1CN(CC1)C1CCCCC1 (ethyl (2E)-3-(6-{(tert-butoxycarbonyl)[(3R)-1-cyclohexyl-3-pyrrolidinyl]amino}-3-pyridinyl)acrylate). Yield: 129.3%. As a reaction SMILES: Cl.Cl.[C:3]([O:7][C:8]([N:10]([C@@H:24]1[CH2:28][CH2:27][NH:26][CH2:25]1)[C:11]1[N:16]=[CH:15][C:14](/[CH:17]=[CH:18]/[C:19]([O:21][CH2:22][CH3:23])=[O:20])=[CH:13][CH:12]=1)=[O:9])([CH3:6])([CH3:5])[CH3:4].[C:29]1(=O)[CH2:34][CH2:33][CH2:32][CH2:31][CH2:30]1.C(O[BH-](OC(=O)C)OC(=O)C)(=O)C.[Na+].C(N(CC)C(C)C)(C)C.[Cl-].[NH4+]>ClCCCl.C(OCC)(=O)C>[C:3]([O:7][C:8]([N:10]([C@@H:24]1[CH2:28][CH2:27][N:26]([CH:29]2[CH2:34][CH2:33][CH2:32][CH2:31][CH2:30]2)[CH2:25]1)[C:11]1[N:16]=[CH:15][C:14](/[CH:17]=[CH:18]/[C:19]([O:21][CH2:22][CH3:23])=[O:20])=[CH:13][CH:12]=1)=[O:9])([CH3:4])([CH3:5])[CH3:6] |f:0.1.2,4.5,7.8|. Procedure: To a mixture of ethyl (2E)-3-(6-{(tert-butoxycarbonyl)[(3R)-3-pyrrolidinyl]amino}-3-pyridinyl)acrylate dihydrochloride (256 mg) and cyclohexanone (64 mg) in 1,2-dichloroethane (5 mL) was added sodium triacetoxyborohydride (253 mg) and N,N-diisopropylethylamine (0.21 mL), and the mixture was stirred at room temperature for 2 hours. To the resultant was added saturated aqueous ammonium chloride and ethyl acetate, and the mixture was stirred for 20 min. The organic phase was separated, washed with ... The reactants are O=S1CCN(c2nc(Cl)nc3c(SCc4ccccc4)ncnc23)CC1, NCc1cccnc1. The product is O=S1CCN(c2nc(NCc3cccnc3)nc3c(SCc4ccccc4)ncnc23)CC1. As a reaction SMILES: [CH2:1]([c:2]1[cH:3][cH:4][cH:5][cH:6][cH:7]1)[S:8][c:9]1[n:10][cH:11][n:12][c:13]2[c:14]1[n:15][c:16]([Cl:26])[n:17][c:18]2[N:19]1[CH2:20][CH2:21][S:22](=[O:25])[CH2:23][CH2:24]1.[cH:27]1[c:28]([CH2:33][NH2:34])[cH:29][cH:30][cH:31][n:32]1>>[CH2:1]([c:2]1[cH:3][cH:4][cH:5][cH:6][cH:7]1)[S:8][c:9]1[n:10][cH:11][n:12][c:13]2[c:14]1[n:15][c:16]([NH:34][CH2:33][c:28]1[cH:27][n:32][cH:31][cH:30][cH:29]1)[n:17][c:18]2[N:19]1[CH2:20][CH2:21][S:22](=[O:25])[CH2:23][CH2:24]1.